From a dataset of the Open Reaction Database (ORD), a public repository of structured organic reaction records. describe an organic reaction: reactants, conditions, products, and yield Starting materials: CNC(=O)N1CCN(CCC(=O)O)CC1, COc1nc2c(OCc3c(Cl)ccc(N(C)C(=O)CN)c3Cl)cccc2n1Cc1ccccn1. The product is CNC(=O)N1CCN(CCC(=O)NCC(=O)N(C)c2ccc(Cl)c(COc3cccc4c3nc(OC)n4Cc3ccccn3)c2Cl)CC1. RXN SMILES: [CH3:35][NH:36][C:37](=[O:38])[N:39]1[CH2:40][CH2:41][N:42]([CH2:45][CH2:46][C:47](=[O:48])[OH:49])[CH2:43][CH2:44]1.[NH2:1][CH2:2][C:3](=[O:4])[N:5]([CH3:6])[c:7]1[c:8]([Cl:34])[c:9]([CH2:14][O:15][c:16]2[cH:17][cH:18][cH:19][c:20]3[n:21]([CH2:27][c:28]4[n:29][cH:30][cH:31][cH:32][cH:33]4)[c:22]([O:25][CH3:26])[n:23][c:24]23)[c:10]([Cl:13])[cH:11][cH:12]1>>[NH:1]([CH2:2][C:3](=[O:4])[N:5]([CH3:6])[c:7]1[c:8]([Cl:34])[c:9]([CH2:14][O:15][c:16]2[cH:17][cH:18][cH:19][c:20]3[n:21]([CH2:27][c:28]4[n:29][cH:30][cH:31][cH:32][cH:33]4)[c:22]([O:25][CH3:26])[n:23][c:24]23)[c:10]([Cl:13])[cH:11][cH:12]1)[C:47]([CH2:46][CH2:45][N:42]1[CH2:41][CH2:40][N:39]([C:37]([NH:36][CH3:35])=[O:38])[CH2:44][CH2:43]1)=[O:48].